From a dataset of the Open Reaction Database (ORD), a public repository of structured organic reaction records. describe an organic reaction: reactants, conditions, products, and yield Starting materials: Cc1ccc([N+](=O)[O-])c2c1N(C(=O)OC(C)(C)C)CC2, CO, [H][H]. Yields the product Cc1ccc(N)c2c1N(C(=O)OC(C)(C)C)CC2. As a reaction SMILES: [C:1]([CH3:2])([CH3:3])([CH3:4])[O:5][C:6](=[O:7])[N:8]1[CH2:9][CH2:10][c:11]2[c:12]([N+:18]([O-:19])=[O:20])[cH:13][cH:14][c:15]([CH3:17])[c:16]21.[CH3:23][OH:24].[H:21][H:22]>>[C:1]([CH3:2])([CH3:3])([CH3:4])[O:5][C:6](=[O:7])[N:8]1[CH2:9][CH2:10][c:11]2[c:12]([NH2:18])[cH:13][cH:14][c:15]([CH3:17])[c:16]21. Reactants: COc1ccc2c(Nc3c(Cl)cncc3Cl)cc(=O)[nH]c2c1OCC1CC1, Cl, O. Yields the product COc1ccc2c(Nc3c(Cl)cncc3Cl)cc(=O)[nH]c2c1O. RXN SMILES: [CH:1]1([CH2:2][O:5][c:6]2[c:7]([O:26][CH3:27])[cH:8][cH:9][c:10]3[c:11]([NH:17][c:18]4[c:19]([Cl:25])[cH:20][n:21][cH:22][c:23]4[Cl:24])[cH:12][c:13](=[O:16])[nH:14][c:15]23)[CH2:3][CH2:4]1.[ClH:28].[OH2:29]>>[OH:5][c:6]1[c:7]([O:26][CH3:27])[cH:8][cH:9][c:10]2[c:11]([NH:17][c:18]3[c:19]([Cl:25])[cH:20][n:21][cH:22][c:23]3[Cl:24])[cH:12][c:13](=[O:16])[nH:14][c:15]12.